This data is from the Open Reaction Database (ORD), a public repository of structured organic reaction records. The task is: describe an organic reaction: reactants, conditions, products, and yield The reactants are COC=1C(=C(C#N)C=CC1)[N+](=O)[O-] (3-methoxy-2-nitrobenzonitrile). Reagents/catalysts: [Fe] (iron). Solvent: CC(=O)O (AcOH). Run at time 30 minute. Product: NC1=C(C#N)C=CC=C1OC (2-amino-3-methoxybenzonitrile). The yield is 73.9%. Reaction SMILES: [CH3:1][O:2][C:3]1[C:4]([N+:11]([O-])=O)=[C:5]([CH:8]=[CH:9][CH:10]=1)[C:6]#[N:7]>CC(O)=O.[Fe]>[NH2:11][C:4]1[C:3]([O:2][CH3:1])=[CH:10][CH:9]=[CH:8][C:5]=1[C:6]#[N:7]. Procedure details: 3-Methoxy-2-nitrobenzonitrile (Step 1, 43.3 g, 243 mmol) was suspended in AcOH (1000 mL) and degassed thoroughly. To this was added iron powder (40.7 g, 729 mmol) slowly. After 30 min an exotherm was observed and moderated by the use of an ice bath. After 2 h Celite was added and the entire mixture filtered through a pad of Celite. The Celite was washed well with AcOH, and the combined filtrates concentrated under reduced pressure to approximate volume of 100 mL AcOH. The residue was diluted wit... The reactants are FC1=C(N[C@H](C(=O)O)C)C=CC(=C1F)F ((2S)-2-(2,3,4-trifluoroanilino)propionic acid), CO (methanol), Cl (hydrochloric acid). Yields the product FC1=C(N[C@H](C(=O)OC)C)C=CC(=C1F)F (Methyl (2S)-2-(2,3,4-trifluoroanilino)propionate). As a reaction SMILES: [F:1][C:2]1[C:13]([F:14])=[C:12]([F:15])[CH:11]=[CH:10][C:3]=1[NH:4][C@@H:5]([CH3:9])[C:6]([OH:8])=[O:7].Cl.[CH3:17]O>>[F:1][C:2]1[C:13]([F:14])=[C:12]([F:15])[CH:11]=[CH:10][C:3]=1[NH:4][C@@H:5]([CH3:9])[C:6]([O:8][CH3:17])=[O:7]. Procedure: (2S)-2-(2,3,4-trifluoroanilino)propionic acid (1.1 g; 99% ee) was dissolved in methanol (10 ml) and hydrochloric acid (5 mol/l; 1 ml) was added thereto at room temperature. The liquid reaction mixture was heated under reflux for 6 hours and then the solvent was evaporated. To the obtained residue was added chloroform (10 ml). Next, the organic layer was washed with a saturated aqueous solution of sodium chloride and water and dried over anhydrous magnesium sulfate. After evaporating the solvent,... The reactants are CN(C(=O)N1CCN(CC1)CC1=C(C=2N=C(N=C(C2S1)N1CCOCC1)Cl)C)C (4-(2-Chloro-7-methyl-4-morpholin-4-yl-thieno[3,2-d]pyrimidin-6-ylmethyl)-piperazine-1-carboxylic acid dimethylamide), CC1(OB(OC1(C)C)C=1C=NC(=NC1)N)C (5-(4,4,5,5-tetramethyl-[1,3,2]dioxaborolan-2-yl)-pyrimidin-2-ylamine). Yields the product NC1=NC=C(C=N1)C=1N=C(C2=C(N1)C(=C(S2)CN2CCN(CC2)C(=O)N(C)C)C)N2CCOCC2 (4-((2-(2-aminopyrimidin-5-yl)-7-methyl-4-morpholinothieno[3,2-d]pyrimidin-6-yl)methyl)-N,N-dimethylpiperazine-1-carboxamide). As a reaction SMILES: [CH3:1][N:2]([CH3:29])[C:3]([N:5]1[CH2:10][CH2:9][N:8]([CH2:11][C:12]2[S:20][C:19]3[C:18]([N:21]4[CH2:26][CH2:25][O:24][CH2:23][CH2:22]4)=[N:17][C:16](Cl)=[N:15][C:14]=3[C:13]=2[CH3:28])[CH2:7][CH2:6]1)=[O:4].CC1(C)C(C)(C)OB([C:38]2[CH:39]=[N:40][C:41]([NH2:44])=[N:42][CH:43]=2)O1>>[NH2:44][C:41]1[N:42]=[CH:43][C:38]([C:16]2[N:17]=[C:18]([N:21]3[CH2:26][CH2:25][O:24][CH2:23][CH2:22]3)[C:19]3[S:20][C:12]([CH2:11][N:8]4[CH2:9][CH2:10][N:5]([C:3]([N:2]([CH3:29])[CH3:1])=[O:4])[CH2:6][CH2:7]4)=[C:13]([CH3:28])[C:14]=3[N:15]=2)=[CH:39][N:40]=1. Procedure details: 4-(2-Chloro-7-methyl-4-morpholin-4-yl-thieno[3,2-d]pyrimidin-6-ylmethyl)-piperazine-1-carboxylic acid dimethylamide was reacted with 5-(4,4,5,5-tetramethyl-[1,3,2]dioxaborolan-2-yl)-pyrimidin-2-ylamine in General Procedure A. Purification on silica yielded 126. NMR (CDCl3): 2.44 (s, 3H, CH3), 2.56-2.60 (m, 4H, 2×CH2), 2.85 (s, 6H, 2×CH3), 3.31-3.33 (m, 4H, 2×CH2), 3.83 (s, 2H, CH2), 3.88-3.91 (m, 4H, 2×CH2), 4.03-4.05 (m, 4H, 2×CH2), 5.22 (sbr, 2H, NH2), 9.35 (s, 2H, 2×ArH). MS: (ESI+): MH+=498.... Starting materials: aqueous solution, CN (methylamine), OC1C=2N(C3=C(C(N1)=O)SC=C3)C=CC2 (6-hydroxy-5,6-dihydro-4-oxo-4H-pyrrolo -[1,2-a]thieno[2,3-f][1,4]diazepine). Solvent: O (water). Run at time 4 hour. The product is CNC1C=2N(C3=C(C(N1)=O)SC=C3)C=CC2 (6-methylamino-5,6-dihydro-4-oxo-4H -pyrrolo[1,2-a]thieno[2,3-f][1,4]diazepine). The yield is 60.0%. Reaction SMILES: [CH3:1][NH2:2].O[CH:4]1[NH:10][C:9](=[O:11])[C:8]2[S:12][CH:13]=[CH:14][C:7]=2[N:6]2[CH:15]=[CH:16][CH:17]=[C:5]12>O>[CH3:1][NH:2][CH:4]1[NH:10][C:9](=[O:11])[C:8]2[S:12][CH:13]=[CH:14][C:7]=2[N:6]2[CH:15]=[CH:16][CH:17]=[C:5]12. Procedure details: 3 ml of 35% aqueous solution of methylamine are added in a single portion to a suspension of 1.1 g (0.005 mol) of 6-hydroxy-5,6-dihydro-4-oxo-4H-pyrrolo -[1,2-a]thieno[2,3-f][1,4]diazepine in 20 ml of water, and the reaction mixture is then stirred for 4 hours at room temperature The product is gradually solubilized and then reprecipitates The precipitate is drained, washed with water, dried and recrystallized. 0.7 g of 6-methylamino-5,6-dihydro-4-oxo-4H -pyrrolo[1,2-a]thieno[2,3-f][1,4]diazepin...